From a dataset of the Open Reaction Database (ORD), a public repository of structured organic reaction records. describe an organic reaction: reactants, conditions, products, and yield As a reaction SMILES: [BH3:41].[CH3:1][O:2][c:3]1[cH:4][c:5]2[c:6]([O:15][c:16]3[c:17]([CH3:35])[c:18]([CH3:34])[c:19]([NH:22][C:23]([CH2:24][CH2:25][O:26][c:27]4[cH:28][cH:29][cH:30][cH:31][cH:32]4)=[O:33])[cH:20][cH:21]3)[cH:7][cH:8][n:9][c:10]2[cH:11][c:12]1[O:13][CH3:14].[ClH:42].[Na+:44].[O:36]1[CH2:37][CH2:38][CH2:39][CH2:40]1.[O:45]1[CH2:46][CH2:47][CH2:48][CH2:49]1.[OH-:43]>>[CH3:1][O:2][c:3]1[cH:4][c:5]2[c:6]([O:15][c:16]3[c:17]([CH3:35])[c:18]([CH3:34])[c:19]([NH:22][CH2:23][CH2:24][CH2:25][O:26][c:27]4[cH:28][cH:29][cH:30][cH:31][cH:32]4)[cH:20][cH:21]3)[cH:7][cH:8][n:9][c:10]2[cH:11][c:12]1[O:13][CH3:14]. The product is COc1cc2nccc(Oc3ccc(NCCCOc4ccccc4)c(C)c3C)c2cc1OC. The reactants are B, COc1cc2nccc(Oc3ccc(NC(=O)CCOc4ccccc4)c(C)c3C)c2cc1OC, Cl, [Na+], C1CCOC1, C1CCOC1, [OH-]. Starting materials: CCOCCO, COc1cc2c(Cl)c(C#N)cnc2cc1N1CCN(C)CC1, Cl, Nc1ccc(Oc2ccccc2)cc1, c1ccncc1. Yields the product COc1cc2c(Nc3ccc(Oc4ccccc4)cc3)c(C#N)cnc2cc1N1CCN(C)CC1. Reaction SMILES: [CH3:44][CH2:45][O:46][CH2:47][CH2:48][OH:49].[Cl:1][c:2]1[c:3]([C:21]#[N:22])[cH:4][n:5][c:6]2[cH:7][c:8]([N:14]3[CH2:15][CH2:16][N:17]([CH3:20])[CH2:18][CH2:19]3)[c:9]([O:12][CH3:13])[cH:10][c:11]12.[ClH:37].[O:23]([c:24]1[cH:25][cH:26][cH:27][cH:28][cH:29]1)[c:30]1[cH:31][cH:32][c:33]([NH2:34])[cH:35][cH:36]1.[n:38]1[cH:39][cH:40][cH:41][cH:42][cH:43]1>>[c:2]1([NH:34][c:33]2[cH:32][cH:31][c:30]([O:23][c:24]3[cH:25][cH:26][cH:27][cH:28][cH:29]3)[cH:36][cH:35]2)[c:3]([C:21]#[N:22])[cH:4][n:5][c:6]2[cH:7][c:8]([N:14]3[CH2:15][CH2:16][N:17]([CH3:20])[CH2:18][CH2:19]3)[c:9]([O:12][CH3:13])[cH:10][c:11]12. Yields the product O=C(NC1Cc2ccc(O)cc2C1)c1ccc(F)cc1. RXN SMILES: [B:22]([Br:23])([Br:24])[Br:25].[Cl:27][CH2:28][Cl:29].[F:1][c:2]1[cH:3][cH:4][c:5]([C:6](=[O:7])[NH:8][CH:9]2[CH2:10][c:11]3[cH:12][cH:13][c:14]([O:18][CH3:19])[cH:15][c:16]3[CH2:17]2)[cH:20][cH:21]1.[OH2:26]>>[F:1][c:2]1[cH:3][cH:4][c:5]([C:6](=[O:7])[NH:8][CH:9]2[CH2:10][c:11]3[cH:12][cH:13][c:14]([OH:18])[cH:15][c:16]3[CH2:17]2)[cH:20][cH:21]1. Starting materials: BrB(Br)Br, ClCCl, COc1ccc2c(c1)CC(NC(=O)c1ccc(F)cc1)C2, O. The reactants are CN(C1=C2C(=NC=C1C(=O)OCC)ON=C2C)S(=O)(=O)C2=CC=C(C=C2)OC2=CC=NC=C2 (ethyl 4-{methyl-[4-(4-pyridinyloxy)-benzenesulfonyl]amino}-3-methylisoxazolo[5,4-b]pyridine-5-carboxylate), [OH-].[K+] (KOH). Run in O1C(CCC1)CCO (tetrahydrofuran-ethanol). Product: CN(C1=C2C(=NC=C1C(=O)[O-])ON=C2C)S(=O)(=O)C2=CC=C(C=C2)OC2=CC=NC=C2.[K+] (potassium 4-{methyl-[4-(4-pyridinyloxy)benzene-sulfonyl]amino}-3-methylisoxazolo[5,4-b]pyridine-5-carboxylate). As a reaction SMILES: [CH3:1][N:2]([S:18]([C:21]1[CH:26]=[CH:25][C:24]([O:27][C:28]2[CH:33]=[CH:32][N:31]=[CH:30][CH:29]=2)=[CH:23][CH:22]=1)(=[O:20])=[O:19])[C:3]1[C:8]([C:9]([O:11]CC)=[O:10])=[CH:7][N:6]=[C:5]2[O:14][N:15]=[C:16]([CH3:17])[C:4]=12.[OH-].[K+:35]>O1CCCC1CCO>[CH3:1][N:2]([S:18]([C:21]1[CH:22]=[CH:23][C:24]([O:27][C:28]2[CH:33]=[CH:32][N:31]=[CH:30][CH:29]=2)=[CH:25][CH:26]=1)(=[O:20])=[O:19])[C:3]1[C:8]([C:9]([O-:11])=[O:10])=[CH:7][N:6]=[C:5]2[O:14][N:15]=[C:16]([CH3:17])[C:4]=12.[K+:35] |f:1.2,4.5|. Procedure: A mixture of 1.84 g (3.92 mmol) of the preceding ester and 4.71 ml of 1 N KOH in 10 ml of tetrahydrofuran-ethanol (1:1) was refluxed overnight and the solvent removed under vacuum. The residue was triturated with diethyl ether and filtered to give 1.59 g of potassium 4-{methyl-[4-(4-pyridinyloxy)benzene-sulfonyl]amino}-3-methylisoxazolo[5,4-b]pyridine-5-carboxylate as a pale yellow solid. Following the procedure of Example 91, the preceding potassium salt (1.45 g) was reacted with hydroxylamine ...